Task: describe an organic reaction: reactants, conditions, products, and yield. Dataset: the Open Reaction Database (ORD), a public repository of structured organic reaction records Reactants: C(CCC)[Li] (n-butyllithium), CCCCCC (hexane), BrC=1C=C(C=CC1OC)C1=CC=NC=C1 (4-(3-bromo-4-methoxyphenyl)pyridine), C(C)OB(OCC)OCC (triethylborate), [Cl-].[NH4+] (ammonium chloride). Solvent: O1CCCC1 (tetrahydrofuran). Reaction conditions: temperature -80 celsius, time 15 minute. Yields the product COC1=C(C=C(C=C1)C1=CC=NC=C1)B(O)O (2-methoxy-5-(pyridin-4-yl)phenylboronic acid). As a reaction SMILES: C([Li])CCC.CCCCCC.Br[C:13]1[CH:14]=[C:15]([C:21]2[CH:26]=[CH:25][N:24]=[CH:23][CH:22]=2)[CH:16]=[CH:17][C:18]=1[O:19][CH3:20].C([O:29][B:30](OCC)[O:31]CC)C.[Cl-].[NH4+]>O1CCCC1>[CH3:20][O:19][C:18]1[CH:17]=[CH:16][C:15]([C:21]2[CH:26]=[CH:25][N:24]=[CH:23][CH:22]=2)=[CH:14][C:13]=1[B:30]([OH:31])[OH:29] |f:4.5|. Procedure: A solution of n-butyllithium in hexane (1.7 mL of 2.5 M, 4.25 mmol) is added to a stirred solution of 4-(3-bromo-4-methoxyphenyl)pyridine (Example 1b; 1.06 g, 4 mmol) and triethylborate (0.62 g, 4.2 mmol) in dry tetrahydrofuran (20 mL) at −85° C. under an argon atmosphere. The mixture is stirred for 15 min at −80° C., then treated with a saturated aqueous solution of ammonium chloride (60 mL) and extracted with ethyl acetate (2×80 mL). The combined extracts are dried (Na2SO4), filtered and the s... Procedure details: Ethyl 3-oxo-2,4-diphenyl-butyrate (76 mg, 0.3 mmol) was reacted with tert.-butoxy-bis-(dimethylamino)-methane using in analogous manner the procedure described in example 28a) to give crude title compound (102 mg) as a red oil which was used directly in the next step. Reaction SMILES: [O:1]=[C:2]([CH2:15][C:16]1[CH:21]=[CH:20][CH:19]=[CH:18][CH:17]=1)[CH:3]([C:9]1[CH:14]=[CH:13][CH:12]=[CH:11][CH:10]=1)[C:4]([O:6][CH2:7][CH3:8])=[O:5].C(O[CH:27](N(C)C)[N:28]([CH3:30])[CH3:29])(C)(C)C>>[CH2:7]([O:6][C:4](=[O:5])[CH:3]([C:9]1[CH:10]=[CH:11][CH:12]=[CH:13][CH:14]=1)[C:2](=[O:1])[C:15]([C:16]1[CH:17]=[CH:18][CH:19]=[CH:20][CH:21]=1)=[CH:27][N:28]([CH3:30])[CH3:29])[CH3:8]. Yields the product C(C)OC(C(C(C(=CN(C)C)C1=CC=CC=C1)=O)C1=CC=CC=C1)=O (Ethyl-5-dimethylamino-3-oxo-2,4-diphenyl-pent-4-enoate). Reactants: O=C(C(C(=O)OCC)C1=CC=CC=C1)CC1=CC=CC=C1 (Ethyl 3-oxo-2,4-diphenyl-butyrate), C(C)(C)(C)OC(N(C)C)N(C)C (tert.-butoxy-bis-(dimethylamino)-methane). The reactants are 26.7, intermediate 9, COC(C=1C=C(C=CC1[N+](=O)[O-])C(C#N)C1=CC=CC=C1)OC (3-(dimethoxymethyl)-4-nitro-α-phenylbenzeneacetonitrile), C([O-])([O-])=O.[K+].[K+] (potassium carbonate). The solvent is CN(C(C)=O)C (N,N-dimethylacetamide). Yields the product 18.1, COC(C=1C=C(C=CC1[N+](=O)[O-])C(=O)C1=CC=CC=C1)OC ([3-(dimethoxymethyl)-4-nitrophenyl]phenylmethanone). Isolated yield 67.3%. Reaction SMILES: [CH3:1][O:2][CH:3]([O:22][CH3:23])[C:4]1[CH:5]=[C:6]([CH:13]([C:16]2[CH:21]=[CH:20][CH:19]=[CH:18][CH:17]=2)C#N)[CH:7]=[CH:8][C:9]=1[N+:10]([O-:12])=[O:11].C(=O)([O-])[O-:25].[K+].[K+]>CN(C)C(=O)C>[CH3:1][O:2][CH:3]([O:22][CH3:23])[C:4]1[CH:5]=[C:6]([C:13]([C:16]2[CH:21]=[CH:20][CH:19]=[CH:18][CH:17]=2)=[O:25])[CH:7]=[CH:8][C:9]=1[N+:10]([O-:12])=[O:11] |f:1.2.3|. Reported procedure: A mixture of 26.7 parts of intermediate 9, namely 3-(dimethoxymethyl)-4-nitro-α-phenylbenzeneacetonitrile, 12.3 parts of potassium carbonate and 360 parts of N,N-dimethylacetamide was stirred at room temperature while bubbling air through it. The reaction mixture was poured into water and the whole was extracted with dichloromethane. The extract was dried, filtered and evaporated and the residue was purified by column chromatography (silica gel; CHCl3 /hexane 80:20). The eluent of the desired fr... Starting materials: CCOC(C)=O, Cc1c(Sc2ccc(Cl)cc2)c2c([N+](=O)[O-])cccc2n1CC(=O)O, [H][H]. The product is Cc1c(Sc2ccc(Cl)cc2)c2c(N)cccc2n1CC(=O)O. Reaction SMILES: [CH3:28][CH2:29][O:30][C:31](=[O:32])[CH3:33].[Cl:1][c:2]1[cH:3][cH:4][c:5]([S:8][c:9]2[c:10]([CH3:25])[n:11]([CH2:21][C:22](=[O:23])[OH:24])[c:12]3[cH:13][cH:14][cH:15][c:16]([N+:18]([O-:19])=[O:20])[c:17]23)[cH:6][cH:7]1.[H:26][H:27]>>[Cl:1][c:2]1[cH:3][cH:4][c:5]([S:8][c:9]2[c:10]([CH3:25])[n:11]([CH2:21][C:22](=[O:23])[OH:24])[c:12]3[cH:13][cH:14][cH:15][c:16]([NH2:18])[c:17]23)[cH:6][cH:7]1. Starting materials: F[B-](F)(F)F, CC(=O)O, CCN(C(C)C)C(C)C, Cl, Cl, C1COCCO1, CN(C)C(On1nnc2ccccc21)=[N+](C)C, NC1CCC(CCN2CCN(c3noc4ccncc34)CC2)CC1. Yields the product CC(=O)NC1CCC(CCN2CCN(c3noc4ccncc34)CC2)CC1. RXN SMILES: [B-:40]([F:41])([F:42])([F:43])[F:44].[C:27]([CH3:28])(=[O:29])[OH:30].[CH:31]([N:32]([CH2:33][CH3:34])[CH:35]([CH3:36])[CH3:37])([CH3:38])[CH3:39].[ClH:1].[ClH:2].[O:62]1[CH2:63][CH2:64][O:65][CH2:66][CH2:67]1.[n:45]1([O:46][C:47]([N:48]([CH3:49])[CH3:50])=[N+:51]([CH3:52])[CH3:53])[c:54]2[cH:55][cH:56][cH:57][cH:58][c:59]2[n:60][n:61]1.[o:3]1[n:4][c:5]([N:12]2[CH2:13][CH2:14][N:15]([CH2:18][CH2:19][CH:20]3[CH2:21][CH2:22][CH:23]([NH2:26])[CH2:24][CH2:25]3)[CH2:16][CH2:17]2)[c:6]2[cH:7][n:8][cH:9][cH:10][c:11]12>>[o:3]1[n:4][c:5]([N:12]2[CH2:13][CH2:14][N:15]([CH2:18][CH2:19][CH:20]3[CH2:21][CH2:22][CH:23]([NH:26][C:27]([CH3:28])=[O:29])[CH2:24][CH2:25]3)[CH2:16][CH2:17]2)[c:6]2[cH:7][n:8][cH:9][cH:10][c:11]12. The reactants are BrC=1C=C(C=CC1)N1N=CC(=C1C#N)C(=O)OCC (ethyl 1-(3-bromophenyl)-5-cyano-4-pyrazolecarboxylate), [OH-].[K+] (potassium hydroxide). The solvent is C(C)O (ethanol). Yields the product BrC=1C=C(C=CC1)N1N=CC(=C1C(=O)N)C(=O)O (1-(3-Bromophenyl)-4-carboxy-5-pyrazolecarboxamide). RXN SMILES: [Br:1][C:2]1[CH:3]=[C:4]([N:8]2[C:12]([C:13]#[N:14])=[C:11]([C:15]([O:17]CC)=[O:16])[CH:10]=[N:9]2)[CH:5]=[CH:6][CH:7]=1.[OH-:20].[K+]>C(O)C>[Br:1][C:2]1[CH:3]=[C:4]([N:8]2[C:12]([C:13]([NH2:14])=[O:20])=[C:11]([C:15]([OH:17])=[O:16])[CH:10]=[N:9]2)[CH:5]=[CH:6][CH:7]=1 |f:1.2|. Procedure details: A 14 g. portion of ethyl 1-(3-bromophenyl)-5-cyano-4-pyrazolecarboxylate was hydrolyzed by stirring under reflux in 200 ml. of ethanol with 6 g. of potassium hydroxide for 2 hours. The mixture was then poured over ice, acidified and filtered, and the solids were crystallized from ethanol/water and dried at 168° to obtain 10 g. of the desired product, m.p. 215°-217° dec. The product was identified by NMR analysis in CDCl3 /DMSOd6. δ7.06 (s,1), carboxamide; 7.30-7.64 (m,4), aromatic; 8.08 (s,1), p...